This data is from the Open Reaction Database (ORD), a public repository of structured organic reaction records. The task is: describe an organic reaction: reactants, conditions, products, and yield The reactants are CN(C)C=O, CI, [K+], [OH-], Brc1ccc(-c2nnn[nH]2)nc1. Product: Cn1nnnc1-c1ccc(Br)cn1. RXN SMILES: [CH3:17][N:18]([CH3:19])[CH:20]=[O:21].[I:13][CH3:14].[K+:16].[OH-:15].[nH:1]1[n:2][n:3][n:4][c:5]1-[c:6]1[n:7][cH:8][c:9]([Br:12])[cH:10][cH:11]1>>[n:1]1[n:2][n:3][n:4]([CH3:14])[c:5]1-[c:6]1[n:7][cH:8][c:9]([Br:12])[cH:10][cH:11]1. Solvent: CN(C)C=O (DMF), CCOC(=O)C (EtOAc). Yield: 75.3%. As a reaction SMILES: [C:1]([O-])([O-])=O.[K+].[K+].[C:7]([O:11][C:12](=[O:46])[N:13]([CH2:30][CH2:31][O:32][C:33]1[CH:38]=[CH:37][CH:36]=[CH:35][C:34]=1[CH2:39][C:40]1[CH:45]=[CH:44][CH:43]=[CH:42][CH:41]=1)[CH2:14][CH2:15][NH:16][S:17]([C:20]1[C:21]2[CH:22]=[CH:23][N:24]=[CH:25][C:26]=2[CH:27]=[CH:28][CH:29]=1)(=[O:19])=[O:18])([CH3:10])([CH3:9])[CH3:8].CI>CN(C=O)C.CCOC(C)=O>[C:7]([O:11][C:12](=[O:46])[N:13]([CH2:30][CH2:31][O:32][C:33]1[CH:38]=[CH:37][CH:36]=[CH:35][C:34]=1[CH2:39][C:40]1[CH:41]=[CH:42][CH:43]=[CH:44][CH:45]=1)[CH2:14][CH2:15][N:16]([S:17]([C:20]1[C:21]2[CH:22]=[CH:23][N:24]=[CH:25][C:26]=2[CH:27]=[CH:28][CH:29]=1)(=[O:19])=[O:18])[CH3:1])([CH3:10])([CH3:8])[CH3:9] |f:0.1.2|. The product is C(C)(C)(C)OC(N(CCN(C)S(=O)(=O)C=1C=2C=CN=CC2C=CC1)CCOC1=C(C=CC=C1)CC1=CC=CC=C1)=O ([2-(2-Benzyl-phenoxy)-ethyl]-{2-[(isoquinoline-5-sulfonyl)-methyl-amino]-ethyl}-carbamic acid tert-butyl ester). Procedure: Powdered K2CO3 (50.4 mg, 0.365 mmol) is added to a stirred solution of [2-(2-benzyl-phenoxy)-ethyl]-[2-(isoquinoline-5-sulfonylamino)-ethyl]-carbamic acid tert-butyl ester (82.0 mg, 0.146 mmol) and CH3I (18.2 μL, 0.292 mmol) in anhydrous DMF (1 mL) at ambient temperature under nitrogen. The resultant solution is stirred for 2 hours. The mixture is diluted with EtOAc (10 mL), washed with water (5 mL×3), dried over MgSO4, filtered and concentrated. The crude product is chromatographed on silica (g... Starting materials: resultant solution, C(=O)([O-])[O-].[K+].[K+] (K2CO3), C(C)(C)(C)OC(N(CCNS(=O)(=O)C=1C=2C=CN=CC2C=CC1)CCOC1=C(C=CC=C1)CC1=CC=CC=C1)=O ([2-(2-benzyl-phenoxy)-ethyl]-[2-(isoquinoline-5-sulfonylamino)-ethyl]-carbamic acid tert-butyl ester), CI (CH3I). Starting materials: CC(=O)N1Cc2ccc(-c3cccc(Br)n3)cc2CCc2ccccc21, Cc1ccccc1, NCCN1CCCC1, c1ccc(P(c2ccccc2)c2ccc3ccccc3c2-c2c(P(c3ccccc3)c3ccccc3)ccc3ccccc23)cc1. The product is CC(=O)N1Cc2ccc(-c3cccc(NCCN4CCCC4)n3)cc2CCc2ccccc21. Reaction SMILES: [Br:1][c:2]1[cH:3][cH:4][cH:5][c:6](-[c:8]2[cH:9][cH:10][c:11]3[c:12]([cH:26]2)[CH2:13][CH2:14][c:15]2[c:16]([cH:22][cH:23][cH:24][cH:25]2)[N:17]([C:19]([CH3:20])=[O:21])[CH2:18]3)[n:7]1.[CH3:81][c:82]1[cH:83][cH:84][cH:85][cH:86][cH:87]1.[NH2:73][CH2:74][CH2:75][N:76]1[CH2:77][CH2:78][CH2:79][CH2:80]1.[cH:27]1[cH:28][cH:29][c:30]([P:31]([c:32]2[cH:33][cH:34][c:35]3[c:36]([cH:37][cH:38][cH:39][cH:40]3)[c:41]2-[c:42]2[c:43]3[c:44]([cH:45][cH:46][cH:47][cH:48]3)[cH:49][cH:50][c:51]2[P:52]([c:53]2[cH:54][cH:55][cH:56][cH:57][cH:58]2)[c:59]2[cH:60][cH:61][cH:62][cH:63][cH:64]2)[c:65]2[cH:66][cH:67][cH:68][cH:69][cH:70]2)[cH:71][cH:72]1>>[c:2]1([NH:73][CH2:74][CH2:75][N:76]2[CH2:77][CH2:78][CH2:79][CH2:80]2)[cH:3][cH:4][cH:5][c:6](-[c:8]2[cH:9][cH:10][c:11]3[c:12]([cH:26]2)[CH2:13][CH2:14][c:15]2[c:16]([cH:22][cH:23][cH:24][cH:25]2)[N:17]([C:19]([CH3:20])=[O:21])[CH2:18]3)[n:7]1. The reactants are O=S(Cl)Cl (SOCl2), NC(CC(=O)O)C=1SC=CC1C (3-amino-3-(3-methyl-thiophene-2-yl)propionic acid), CO (methanol). Yields the product NC(CC(=O)OC)C=1SC=CC1C (methyl 3-amino-3-(3-methyl-thiophene-2-yl)propionate). Reaction SMILES: O=S(Cl)Cl.[NH2:5][CH:6]([C:11]1[S:12][CH:13]=[CH:14][C:15]=1[CH3:16])[CH2:7][C:8]([OH:10])=[O:9].[CH3:17]O>>[NH2:5][CH:6]([C:11]1[S:12][CH:13]=[CH:14][C:15]=1[CH3:16])[CH2:7][C:8]([O:10][CH3:17])=[O:9]. Procedure: To a 50 mL round bottom flask equipped with an electromagnetic stirrer and a drying tube, 15 mL of anhydrous methanol was added. The solution was cooled in an ice water-sodium chloride bath to minus 10° C., and 2 mL of SOCl2 was added slowly. The reaction mixture was allowed to react for an hour at room temperature. Then 1.85 g of 3-amino-3-(3-methyl-thiophene-2-yl)propionic acid was added. The mixture was allowed to react for 3 hours at room temperature, then refluxed for 40 minutes. After the ... Reactants: Cc1cc(C(=O)Cl)c2c(c1)C(C(Cl)(Cl)Cl)OC(C(Cl)(Cl)Cl)O2, CCO, N. The product is Cc1cc(C(N)=O)c2c(c1)C(C(Cl)(Cl)Cl)OC(C(Cl)(Cl)Cl)O2. RXN SMILES: [CH3:1][c:2]1[cH:3][c:4]([C:20](=[O:21])[Cl:22])[c:5]2[c:6]([cH:19]1)[CH:7]([C:15]([Cl:16])([Cl:17])[Cl:18])[O:8][CH:9]([C:11]([Cl:12])([Cl:13])[Cl:14])[O:10]2.[CH3:24][CH2:25][OH:26].[NH3:23]>>[CH3:1][c:2]1[cH:3][c:4]([C:20](=[O:21])[NH2:23])[c:5]2[c:6]([cH:19]1)[CH:7]([C:15]([Cl:16])([Cl:17])[Cl:18])[O:8][CH:9]([C:11]([Cl:12])([Cl:13])[Cl:14])[O:10]2.